Dataset: the Open Reaction Database (ORD), a public repository of structured organic reaction records. Task: describe an organic reaction: reactants, conditions, products, and yield The reactants are aminopropyl, C1=CC(=CC(=C1)Cl)C(=O)OO (mCPBA), C1(CC1)NC(=O)C=1C=C(C(=C(C1)C1=CC=C(C=N1)C(=O)N[C@H](C(C)C)C)C)F (6-{5-[(cyclopropylamino)carbonyl]-3-fluoro-2-methylphenyl}-N-[(1S)-1,2-dimethylpropyl]-3-pyridinecarboxamide), C1(CC1)NC(=O)C=1C=C(C(=C(C1)C1=CC=C(C=N1)C(=O)N[C@H](C(C)C)C)C)F (6-{5-[(cyclopropylamino)carbonyl]-3-fluoro-2-methylphenyl}-N-[(1S)-1,2-dimethylpropyl]-3-pyridinecarboxamide). The solvent is CO (methanol), C(Cl)(Cl)Cl (chloroform), C(Cl)(Cl)Cl (chloroform). Run at temperature 60 celsius. Yields the product C1(CC1)NC(=O)C=1C=C(C(=C(C1)C1=CC=C(C=[N+]1[O-])C(=O)N[C@H](C(C)C)C)C)F (6-{5-[(cyclopropylamino)carbonyl]-3-fluoro-2-methylphenyl}-N-[(1S)-1,2-dimethylpropyl]-3-pyridinecarboxamide 1-oxide). RXN SMILES: C1C=C(Cl)C=C(C(OO)=[O:9])C=1.[CH:12]1([NH:15][C:16]([C:18]2[CH:19]=[C:20]([F:39])[C:21]([CH3:38])=[C:22]([C:24]3[N:29]=[CH:28][C:27]([C:30]([NH:32][C@@H:33]([CH3:37])[CH:34]([CH3:36])[CH3:35])=[O:31])=[CH:26][CH:25]=3)[CH:23]=2)=[O:17])[CH2:14][CH2:13]1>C(Cl)(Cl)Cl.CO>[CH:12]1([NH:15][C:16]([C:18]2[CH:19]=[C:20]([F:39])[C:21]([CH3:38])=[C:22]([C:24]3[N+:29]([O-:9])=[CH:28][C:27]([C:30]([NH:32][C@@H:33]([CH3:37])[CH:34]([CH3:35])[CH3:36])=[O:31])=[CH:26][CH:25]=3)[CH:23]=2)=[O:17])[CH2:14][CH2:13]1. Reported procedure: mCPBA (57-86%, 10 mg) dissolved in chloroform (0.1 ml) was added to a solution of 6-{5-[(cyclopropylamino)carbonyl]-3-fluoro-2-methylphenyl}-N-[(1S)-1,2-dimethylpropyl]-3-pyridinecarboxamide (Intermediate 19, 10 mg) in chloroform (2 ml) at 60° C. and the reaction maintained at 60° C. for 5 hrs. The reaction was allowed to cool, diluted with methanol, and passed through an aminopropyl SPE (1 g). The filtrate was reduced to dryness under vacuum and the residue triturated with ether to give 6-{5-[(... Starting materials: BrC1=NNC2=NC=NC(=C21)Cl (3-bromo-4-chloro-1H-pyrazolo[3,4-d]pyrimidine), BrC1=NNC2=NC=NC(=C21)Cl (3-bromo-4-chloro-1H-pyrazolo[3,4-d]pyrimidine), O1CCOC12CCC(CC2)O (1,4-dioxaspiro[4.5]decan-8-ol), O1CCOC12CCC(CC2)O (1,4-dioxaspiro[4.5]decan-8-ol), C1(=CC=CC=C1)P(C1=CC=CC=C1)C1=CC=CC=C1 (triphenylphosphine), CCOC(=O)/N=N/C(=O)OCC (diethylazodicarboxylate). The solvent is C1CCOC1 (THF), C1CCOC1 (THF). Reaction conditions: temperature 0 celsius, time 1 hour. The product is BrC1=NN(C2=NC=NC(=C21)Cl)C2CCC1(OCCO1)CC2 (3-bromo-4-chloro-1-(1,4-dioxaspiro[4.5]dec-8-yl)-1H-pyrazolo[3,4-d]pyrimidine). The yield is 68.6%. Reaction SMILES: [Br:1][C:2]1[C:10]2[C:5](=[N:6][CH:7]=[N:8][C:9]=2[Cl:11])[NH:4][N:3]=1.[O:12]1[C:16]2([CH2:21][CH2:20][CH:19](O)[CH2:18][CH2:17]2)[O:15][CH2:14][CH2:13]1.C1(P(C2C=CC=CC=2)C2C=CC=CC=2)C=CC=CC=1.CCOC(/N=N/C(OCC)=O)=O>C1COCC1>[Br:1][C:2]1[C:10]2[C:5](=[N:6][CH:7]=[N:8][C:9]=2[Cl:11])[N:4]([CH:19]2[CH2:20][CH2:21][C:16]3([O:15][CH2:14][CH2:13][O:12]3)[CH2:17][CH2:18]2)[N:3]=1. Reported procedure: To a solution of 3-bromo-4-chloropyrazolo[3,4-d]pyrimidine (Intermediate B) (7.5 g, 32 mmol), 1,4-dioxaspiro[4.5]decan-8-ol (Intermediate M) (15.17 g, 96 mmol), triphenylphosphine (16.86 g, 64 mmol) in THF (275 mL) was added diethylazodicarboxylate (11.14 g, 64 mmol) in THF (50 mL) at 0° C. under nitrogen. The reaction mixture was stirred at 0° C. for 1 hour, warmed to room temperature and then stirred at room temperature for 3 hrs. The reaction mixtures was concentrated in vacuo and dissolved i... Starting materials: CN(C)C=O, CC(=O)CCCCl, [H-], [Na+], Cn1cnc2c1c(=O)[nH]c(=O)n2C. The product is CC(=O)CCCn1c(=O)c2c(ncn2C)n(C)c1=O. RXN SMILES: [CH3:23][N:24]([CH3:25])[CH:26]=[O:27].[Cl:16][CH2:17][CH2:18][CH2:19][C:20]([CH3:21])=[O:22].[H-:1].[Na+:2].[nH:3]1[c:4](=[O:5])[n:6]([CH3:7])[c:8]2[n:9][cH:10][n:11]([CH3:12])[c:13]2[c:14]1=[O:15]>>[n:3]1([CH2:17][CH2:18][CH2:19][C:20]([CH3:21])=[O:22])[c:4](=[O:5])[n:6]([CH3:7])[c:8]2[n:9][cH:10][n:11]([CH3:12])[c:13]2[c:14]1=[O:15].